The task is: describe an organic reaction: reactants, conditions, products, and yield. This data is from the Open Reaction Database (ORD), a public repository of structured organic reaction records. Starting materials: OCCCN1CCC(CC1)C=1C=C(C=CC1)C(C(=O)N)(C)C ({3-[1-(3-HYDROXYPROPYL)-4-PIPERIDINYL]PHENYL}-2-METHYLPROPANAMIDE), ClCCCO (3-chloro-1-propanol), CC(C(=O)NC1=CC(=CC=C1)C1CCNCC1)C (2-methyl-N-[3-(4-piperidinyl)phenyl]propanamide). The product is OCCCCCCN1CCC(CC1)C=1C=C(C=CC1)NC(C(C)C)=O (N-{3-[1-(6-HYDROXYHEXYL)-4-PIPERIDINYL]PHENYL}-2-METHYLPROPANAMIDE). RXN SMILES: OCCCN1CC[CH:8]([C:11]2[CH:12]=[C:13]([C:17](C)(C)[C:18](N)=[O:19])C=CC=2)CC1.ClCCCO.[CH3:28][CH:29]([CH3:45])[C:30]([NH:32][C:33]1[CH:38]=[CH:37][CH:36]=[C:35]([CH:39]2[CH2:44][CH2:43][NH:42][CH2:41][CH2:40]2)[CH:34]=1)=[O:31]>>[OH:19][CH2:18][CH2:17][CH2:13][CH2:12][CH2:11][CH2:8][N:42]1[CH2:43][CH2:44][CH:39]([C:35]2[CH:34]=[C:33]([NH:32][C:30](=[O:31])[CH:29]([CH3:45])[CH3:28])[CH:38]=[CH:37][CH:36]=2)[CH2:40][CH2:41]1. Procedure details: N-({3-[1-(3-HYDROXYPROPYL)-4-PIPERIDINYL]PHENYL}-2-METHYLPROPANAMIDE: Prepared by Procedure G and Scheme B1 using 3-chloro-1-propanol and 2-methyl-N-[3-(4-piperidinyl)phenyl]propanamide: ESMS m/e: 305.3 (M+H)+.